Task: describe an organic reaction: reactants, conditions, products, and yield. Dataset: the Open Reaction Database (ORD), a public repository of structured organic reaction records Reactants: C(C)(C)(C)OC(=O)N[C@@]1(CN(C[C@@H]1CF)[C@H](C)C1=CC=CC=C1)C ((3S,4S)-3-(tert-butoxycarbonylamino)-4-fluoromethyl-3-methyl-1-[(1R)-1-phenylethyl]pyrrolidine). Reagents/catalysts: [C].[Pd] (palladium-carbon). The solvent is C(C)O (ethanol), [H][H] (hydrogen). Product: C(C)(C)(C)OC(=O)N[C@@]1(CNC[C@@H]1CF)C ((3S,4S)-3-(tert-Butoxycarbonylamino)-4-fluoromethyl-3-methylpyrrolidine). Reaction SMILES: [C:1]([O:5][C:6]([NH:8][C@@:9]1([CH3:24])[C@@H:13]([CH2:14][F:15])[CH2:12][N:11]([C@@H](C2C=CC=CC=2)C)[CH2:10]1)=[O:7])([CH3:4])([CH3:3])[CH3:2]>C(O)C.[C].[Pd].[H][H]>[C:1]([O:5][C:6]([NH:8][C@@:9]1([CH3:24])[C@@H:13]([CH2:14][F:15])[CH2:12][NH:11][CH2:10]1)=[O:7])([CH3:4])([CH3:3])[CH3:2] |f:2.3|. Procedure details: To a solution of (3S,4S)-3-(tert-butoxycarbonylamino)-4-fluoromethyl-3-methyl-1-[(1R)-1-phenylethyl]pyrrolidine (1.35 g, 4.01 mmol) in ethanol (30 mL) was added 10% palladium-carbon catalyst (containing 52.8% water, 1.30 g), and the suspension was stirred in an oil bath at 40° C. for 12 hours in hydrogen gas atmosphere. After removing the catalyst by filtration, the filtrate was concentrated under reduced pressure to obtain 932 mg (quantitative) of the crude target compound as a colorless transp... The reactants are C(CCC)[Sn](C=C)(CCCC)CCCC (tributyl(vinyl)tin), O (water), C(C1=CC=CC=C1)N1N=CC2=C(C=CC=C12)NC(=O)C1=CN=C2N1C=C(C=C2)Br (N-(1-benzyl-1H-indazol-4-yl)-6-bromoimidazo[1,2-a]pyridine-3-carboxamide), C(CCC)[Sn](C=C)(CCCC)CCCC (tributyl(vinyl)stannane), [F-].[Cs+] (cesium fluoride). Reagents/catalysts: [Pd] (palladium), C=1C=CC(=CC1)/C=C/C(=O)/C=C/C2=CC=CC=C2.C=1C=CC(=CC1)/C=C/C(=O)/C=C/C2=CC=CC=C2.C=1C=CC(=CC1)/C=C/C(=O)/C=C/C2=CC=CC=C2.[Pd].[Pd] (tris(dibenzylideneacetone)dipalladium(0)), CC(C)([P](C(C)(C)C)([Pd][P](C(C)(C)C)(C(C)(C)C)C(C)(C)C)C(C)(C)C)C (bis(tri-tert-butylphosphine)palladium(0)). Run in CN1CCCC1=O (NMP). Conditions: temperature 60 celsius, time 5 hour. Yields the product C(C1=CC=CC=C1)N1N=CC2=C(C=CC=C12)NC(=O)C1=CN=C2N1C=C(C=C2)C=C (N-(1-benzyl-1H-indazol-4-yl)-6-vinylimidazo[1,2-a]pyridine-3-carboxamide). Yield: 99.9%. RXN SMILES: [CH2:1]([N:8]1[C:16]2[C:11](=[C:12]([NH:17][C:18]([C:20]3[N:24]4[CH:25]=[C:26](Br)[CH:27]=[CH:28][C:23]4=[N:22][CH:21]=3)=[O:19])[CH:13]=[CH:14][CH:15]=2)[CH:10]=[N:9]1)[C:2]1[CH:7]=[CH:6][CH:5]=[CH:4][CH:3]=1.[CH2:30]([Sn](CCCC)(CCCC)C=C)[CH2:31]CC.[F-].[Cs+].O>CN1C(=O)CCC1.[Pd].C1C=CC(/C=C/C(/C=C/C2C=CC=CC=2)=O)=CC=1.C1C=CC(/C=C/C(/C=C/C2C=CC=CC=2)=O)=CC=1.C1C=CC(/C=C/C(/C=C/C2C=CC=CC=2)=O)=CC=1.[Pd].[Pd].CC(C)([P](C(C)(C)C)([Pd][P](C(C)(C)C)(C(C)(C)C)C(C)(C)C)C(C)(C)C)C>[CH2:1]([N:8]1[C:16]2[C:11](=[C:12]([NH:17][C:18]([C:20]3[N:24]4[CH:25]=[C:26]([CH:30]=[CH2:31])[CH:27]=[CH:28][C:23]4=[N:22][CH:21]=3)=[O:19])[CH:13]=[CH:14][CH:15]=2)[CH:10]=[N:9]1)[C:2]1[CH:7]=[CH:6][CH:5]=[CH:4][CH:3]=1 |f:2.3,7.8.9.10.11,^1:114,120|. Procedure details: A mixture of N-(1-benzyl-1H-indazol-4-yl)-6-bromoimidazo[1,2-a]pyridine-3-carboxamide (Example 155; 75 mg; 0.168 mmol), tributyl(vinyl)stannane (59 mg; 0.185 mmol), tris(dibenzylideneacetone)dipalladium(0) (2.3 mg; 0.0025 mmol), bis(tri-tert-butylphosphine)palladium(0) (2.6 mg; 0.0050 mmol) and cesium fluoride (56 mg; 0.37 mmol) in NMP was stirred under nitrogen at 60° C. for 5 hours. Additional amounts of the palladium catalysts and the tributyl(vinyl)tin (similar quantities to those added init... Starting materials: C(C)OC(=O)C=1N(C2=CC(=CC=C2C1)C#N)C (6-Cyano-1-methyl-1H-indole-2-carboxylic acid ethyl ester), LiOH monohydrate, Cl (HCl). The solvent is O1CCOCC1.O (1,4-dioxane water). Reaction conditions: time 8 hour. The product is desired product, C(#N)C1=CC=C2C=C(N(C2=C1)C)C(=O)O (6-cyano-1-methyl-1H-indole-2-carboxylic acid). Isolated yield 100.0%. As a reaction SMILES: C([O:3][C:4]([C:6]1[N:7]([CH3:17])[C:8]2[C:13]([CH:14]=1)=[CH:12][CH:11]=[C:10]([C:15]#[N:16])[CH:9]=2)=[O:5])C.Cl>O1CCOCC1.O>[C:15]([C:10]1[CH:9]=[C:8]2[C:13]([CH:14]=[C:6]([C:4]([OH:5])=[O:3])[N:7]2[CH3:17])=[CH:12][CH:11]=1)#[N:16] |f:2.3|. Procedure: To a solution of 6-Cyano-1-methyl-1H-indole-2-carboxylic acid ethyl ester (51 mg, 0.22 mmol) in 1,4-dioxane/water (5:1, 6 mL) add LiOH monohydrate (13 mg, 0.31 mmol). Stir the reaction mixture at rt overnight. Remove the solvent in vacuo and dissolve the residue in water (2 mL) to form a solution. Acidify with 1 M HCl solution to form a white suspension. Collect the solid by filtration and dry to give the desired product 6-cyano-1-methyl-1H-indole-2-carboxylic acid as a solid (44 mg, 0.22 mmol). Starting materials: C1(CC1)N1C=NC2=C1C(=NC(=C2)C2=CC=C(C=C2)C2CCN(CC2)C2COC2)O[C@H](C)[C@@H]2CC(NC2)=O ((R)-4-((R)-1-((3-cyclopropyl-6-(4-(1-(oxetan-3-yl)piperidin-4-yl)phenyl)-3H-imidazo[4,5-c]pyridin-4-yl)oxy)ethyl)pyrrolidin-2-one), CC1(OB(OC1(C)C)C1=CC=C(C=C1)N1CC2N(C(C1)C2)C(=O)OC(C)(C)C)C (tert-butyl 3-(4-(4,4,5,5-tetramethyl-1,3,2-dioxaborolan-2-yl)phenyl)-3,6-diazabicyclo[3.1.1]heptane-6-carboxylate). Reagents/catalysts: C=1C=CC(=CC1)[P](C=2C=CC=CC2)(C=3C=CC=CC3)[Pd]([P](C=4C=CC=CC4)(C=5C=CC=CC5)C=6C=CC=CC6)([P](C=7C=CC=CC7)(C=8C=CC=CC8)C=9C=CC=CC9)[P](C=1C=CC=CC1)(C=1C=CC=CC1)C=1C=CC=CC1 (Pd(PPh3)4). Solvent: C(=O)([O-])[O-].[Na+].[Na+] (Na2CO3), COCCOC (DME). The product is C1(CC1)N1C=NC2=C1C(=NC(=C2)C2=CC=C(C=C2)N2CC1N(C(C2)C1)C(=O)OC(C)(C)C)O[C@H](C)[C@H]1CNC(C1)=O (tert-butyl 3-(4-(3-cyclopropyl-4-((R)-1-((R)-5-oxopyrrolidin-3-yl)ethoxy)-3H-imidazo[4,5-c]pyridin-6-yl)phenyl)-3,6-diazabicyclo[3.1.1]heptane-6-carboxylate). Isolated yield 59.0%. As a reaction SMILES: [CH:1]1([N:4]2[C:8]3[C:9]([O:29][C@@H:30]([C@H:32]4[CH2:36][NH:35][C:34](=[O:37])[CH2:33]4)[CH3:31])=[N:10][C:11]([C:13]4[CH:18]=[CH:17][C:16](C5CCN(C6COC6)CC5)=[CH:15][CH:14]=4)=[CH:12][C:7]=3[N:6]=[CH:5]2)[CH2:3][CH2:2]1.CC1(C)C(C)(C)OB(C2C=CC([N:52]3[CH2:57][CH:56]4[CH2:58][CH:54]([N:55]4[C:59]([O:61][C:62]([CH3:65])([CH3:64])[CH3:63])=[O:60])[CH2:53]3)=CC=2)O1>COCCOC.C([O-])([O-])=O.[Na+].[Na+].C1C=CC([P]([Pd]([P](C2C=CC=CC=2)(C2C=CC=CC=2)C2C=CC=CC=2)([P](C2C=CC=CC=2)(C2C=CC=CC=2)C2C=CC=CC=2)[P](C2C=CC=CC=2)(C2C=CC=CC=2)C2C=CC=CC=2)(C2C=CC=CC=2)C2C=CC=CC=2)=CC=1>[CH:1]1([N:4]2[C:8]3[C:9]([O:29][C@@H:30]([C@@H:32]4[CH2:33][C:34](=[O:37])[NH:35][CH2:36]4)[CH3:31])=[N:10][C:11]([C:13]4[CH:14]=[CH:15][C:16]([N:52]5[CH2:53][CH:54]6[CH2:58][CH:56]([N:55]6[C:59]([O:61][C:62]([CH3:65])([CH3:64])[CH3:63])=[O:60])[CH2:57]5)=[CH:17][CH:18]=4)=[CH:12][C:7]=3[N:6]=[CH:5]2)[CH2:3][CH2:2]1 |f:3.4.5,^1:82,84,103,122|. Procedure details: Prepared by Suzuki coupling reaction procedure, as previously described for the synthesis of (R)-4-((R)-1-((3-cyclopropyl-6-(4-(1-(oxetan-3-yl)piperidin-4-yl)phenyl)-3H-imidazo[4,5-c]pyridin-4-yl)oxy)ethyl)pyrrolidin-2-one:, using instead tert-butyl 3-(4-(4,4,5,5-tetramethyl-1,3,2-dioxaborolan-2-yl)phenyl)-3,6-diazabicyclo[3.1.1]heptane-6-carboxylate (289.4 mg, 0.72 mmol), and Pd(PPh3)4 (34.8 mg, 0.030 mmol) in DME (3 mL) and 2N Na2CO3 (2 mL). The reaction mixture was sonicated for 30 sec and de... Reactants: Brc1ccccc1, CN(C)c1ccncc1, Clc1ccnc2cc(I)sc12, O=c1c(-c2ccc(O)c(F)c2)cnc2n1CCN2c1ccccc1. Product: O=c1c(-c2ccc(Oc3ccnc4cc(I)sc34)c(F)c2)cnc2n1CCN2c1ccccc1. Reaction SMILES: [Br:45][c:46]1[cH:47][cH:48][cH:49][cH:50][cH:51]1.[CH3:36][N:37]([c:38]1[cH:39][cH:40][n:41][cH:42][cH:43]1)[CH3:44].[Cl:25][c:26]1[c:27]2[c:28]([n:29][cH:30][cH:31]1)[cH:32][c:33]([I:35])[s:34]2.[F:1][c:2]1[cH:3][c:4](-[c:9]2[cH:10][n:11][c:12]3[n:13]([c:14]2=[O:15])[CH2:16][CH2:17][N:18]3[c:19]2[cH:20][cH:21][cH:22][cH:23][cH:24]2)[cH:5][cH:6][c:7]1[OH:8]>>[F:1][c:2]1[cH:3][c:4](-[c:9]2[cH:10][n:11][c:12]3[n:13]([c:14]2=[O:15])[CH2:16][CH2:17][N:18]3[c:19]2[cH:20][cH:21][cH:22][cH:23][cH:24]2)[cH:5][cH:6][c:7]1[O:8][c:26]1[c:27]2[c:28]([n:29][cH:30][cH:31]1)[cH:32][c:33]([I:35])[s:34]2. The reactants are ClC1=CC2=C(C(CCN=C2C2=C(C=CC=C2)F)=O)C=C1 (8-chloro-1-(2-fluorophenyl)-3,4-dihydro-5H-2-benzazepin-5-one), ClC1=CC(=CC=C1)C(=O)OO (m-chloroperbenzoic acid). The solvent is C(Cl)Cl (methylene chloride). Run at time 2 hour. Yields the product ClC1=CC2=C(C(CC[N+](=C2C2=C(C=CC=C2)F)[O-])=O)C=C1 (8-Chloro-1-(2-fluorophenyl)-3,4-dihydro-5H-2-benzazepin-5-one-2-oxide). As a reaction SMILES: [Cl:1][C:2]1[CH:20]=[CH:19][C:5]2[C:6](=[O:18])[CH2:7][CH2:8][N:9]=[C:10]([C:11]3[CH:16]=[CH:15][CH:14]=[CH:13][C:12]=3[F:17])[C:4]=2[CH:3]=1.ClC1C=CC=C(C(OO)=[O:29])C=1>C(Cl)Cl>[Cl:1][C:2]1[CH:20]=[CH:19][C:5]2[C:6](=[O:18])[CH2:7][CH2:8][N+:9]([O-:29])=[C:10]([C:11]3[CH:16]=[CH:15][CH:14]=[CH:13][C:12]=3[F:17])[C:4]=2[CH:3]=1. Procedure: A mixture of 6.4 g (22 mmole) of 8-chloro-1-(2-fluorophenyl)-3,4-dihydro-5H-2-benzazepin-5-one and 6.4 g (34 mmole) of m-chloroperbenzoic acid in 350 ml of methylene chloride was stirred at room temperature for 2 hr. The methylene chloride solution was washed with saturated aqueous sodium bicarbonate and water, dried over anhydrous sodium sulfate and concentrated at reduced pressure to give a yellow oil. The oil was crystallized from a mixture of ether and petroleum ether to give off-white prism... The reactants are O=S(=O)(Oc1cccc2c1CC(N(Cc1ccccc1)Cc1ccccc1)CO2)C(F)(F)F, OB(O)c1ccnc(F)c1. The product is Fc1cc(-c2cccc3c2CC(N(Cc2ccccc2)Cc2ccccc2)CO3)ccn1. Reaction SMILES: [F:11][C:12]([F:13])([F:14])[S:15]([O:16][c:17]1[c:18]2[c:23]([cH:24][cH:25][cH:26]1)[O:22][CH2:21][CH:20]([N:27]([CH2:28][c:29]1[cH:30][cH:31][cH:32][cH:33][cH:34]1)[CH2:35][c:36]1[cH:37][cH:38][cH:39][cH:40][cH:41]1)[CH2:19]2)(=[O:42])=[O:43].[F:1][c:2]1[n:3][cH:4][cH:5][c:6]([B:8]([OH:9])[OH:10])[cH:7]1>>[F:1][c:2]1[n:3][cH:4][cH:5][c:6](-[c:17]2[c:18]3[c:23]([cH:24][cH:25][cH:26]2)[O:22][CH2:21][CH:20]([N:27]([CH2:28][c:29]2[cH:30][cH:31][cH:32][cH:33][cH:34]2)[CH2:35][c:36]2[cH:37][cH:38][cH:39][cH:40][cH:41]2)[CH2:19]3)[cH:7]1.